The task is: describe an organic reaction: reactants, conditions, products, and yield. This data is from the Open Reaction Database (ORD), a public repository of structured organic reaction records. Reactants: BrC1=C(C=C(C=C1)O)F (4-bromo-3-fluorophenol), C([O-])([O-])=O.[K+].[K+] (potassium carbonate), BrCCCC(=O)OCC (ethyl 4-bromobutanoate). The reagents and catalysts are [Na+].[I-] (NaI). Solvent: CC(=O)C (acetone). Run at temperature 56 celsius, time 8 hour. Product: BrC1=C(C=C(OCCCC(=O)OCC)C=C1)F (ethyl 4-(4-bromo-3-fluorophenoxy)butanoate). Isolated yield 100.9%. As a reaction SMILES: [Br:1][C:2]1[CH:7]=[CH:6][C:5]([OH:8])=[CH:4][C:3]=1[F:9].C(=O)([O-])[O-].[K+].[K+].Br[CH2:17][CH2:18][CH2:19][C:20]([O:22][CH2:23][CH3:24])=[O:21]>[Na+].[I-].CC(C)=O>[Br:1][C:2]1[CH:7]=[CH:6][C:5]([O:8][CH2:17][CH2:18][CH2:19][C:20]([O:22][CH2:23][CH3:24])=[O:21])=[CH:4][C:3]=1[F:9] |f:1.2.3,5.6|. Reported procedure: Into a 2000-mL 4-necked round-bottom flask purged and maintained with an inert atmosphere of argon was placed 4-bromo-3-fluorophenol (50 g, 261.78 mmol, 1.00 equiv), acetone (500 mL), NaI (2.8 g, 0.07 equiv), potassium carbonate (54.2 g, 392.16 mmol, 1.50 equiv), and ethyl 4-bromobutanoate (61.3 g, 314.27 mmol, 1.20 equiv). The resulting solution was stirred at 56° C. overnight. The solids were filtered out and the filtrate was concentrated under vacuum. The residue was dissolved in 1000 mL of E... Reactants: C1(=CC=CC=C1)P(C1=CC=CC=C1)C1=CC=CC=C1 (triphenylphosphine), C1(CCCC1)CC(C(=O)O)C1=CC(=C(C=C1)F)C(F)(F)F (3-cyclopentyl-2-(4-fluoro-3-trifluoromethyl-phenyl)-propionic acid), NC1=NC=C(C=C1)[N+](=O)[O-] (2-amino-5-nitropyridine), N1=CC=CC=C1 (pyridine), BrN1C(CCC1=O)=O (N-bromosuccinimide). The solvent is C(Cl)Cl (methylene chloride). Reaction conditions: temperature 0 celsius, time 10 minute. Product: hexanes ethyl acetate, C1(CCCC1)CC(C(=O)NC1=NC=C(C=C1)[N+](=O)[O-])C1=CC(=C(C=C1)F)C(F)(F)F (3-cyclopentyl-2-(4-fluoro-3-trifluoromethyl-phenyl)-N-(5-nitro-pyridin-2-yl)-propionamide). Yield: 99.9%. Reaction SMILES: C1(P(C2C=CC=CC=2)C2C=CC=CC=2)C=CC=CC=1.BrN1C(=O)CCC1=O.[CH:28]1([CH2:33][CH:34]([C:38]2[CH:43]=[CH:42][C:41]([F:44])=[C:40]([C:45]([F:48])([F:47])[F:46])[CH:39]=2)[C:35]([OH:37])=O)[CH2:32][CH2:31][CH2:30][CH2:29]1.[NH2:49][C:50]1[CH:55]=[CH:54][C:53]([N+:56]([O-:58])=[O:57])=[CH:52][N:51]=1.N1C=CC=CC=1>C(Cl)Cl>[CH:28]1([CH2:33][CH:34]([C:38]2[CH:43]=[CH:42][C:41]([F:44])=[C:40]([C:45]([F:48])([F:47])[F:46])[CH:39]=2)[C:35]([NH:49][C:50]2[CH:55]=[CH:54][C:53]([N+:56]([O-:58])=[O:57])=[CH:52][N:51]=2)=[O:37])[CH2:29][CH2:30][CH2:31][CH2:32]1. Reported procedure: A solution of triphenylphosphine (393 mg, 1.5 mmol) in methylene chloride (10.0 mL) was cooled to 0° C. and then treated with N-bromosuccinimide (303 mg, 1.7 mmol). After stirring at 0° C. for 10 min, the reaction mixture was treated with 3-cyclopentyl-2-(4-fluoro-3-trifluoromethyl-phenyl)-propionic acid (prepared as in Example 87, 304 mg, 1.0 mmol). The reaction mixture was stirred at 0° C. for 20 min and at 25° C. for 30 min. At this time, the reaction mixture was treated with 2-amino-5-nitrop... Reactants: C(CC(O)(C(=O)OCC)CC(=O)OCC)(=O)OCC (triethyl citrate), alcohol. Reagents/catalysts: CC(C)[O-].CC(C)[O-].CC(C)[O-].CC(C)[O-].[Ti+4] (tetraisopropyl titanate). The product is C(CC(=O)C)(=O)OCC (ethyl acetoacetate). RXN SMILES: C(OCC)(=O)[CH2:2][C:3]([CH2:10][C:11]([O:13][CH2:14][CH3:15])=[O:12])(C(OCC)=O)[OH:4]>CC([O-])C.CC([O-])C.CC([O-])C.CC([O-])C.[Ti+4]>[C:11]([O:13][CH2:14][CH3:15])(=[O:12])[CH2:10][C:3]([CH3:2])=[O:4] |f:1.2.3.4.5|. Procedure details: In the same way as in Example 1, 60 g (0.21 mol) of tetraisopropyl titanate were reacted with 116.6 g (0.42 mol) of triethyl citrate. The mixture was freed of alcohol under vacuum and 154.6 g of a clear, pale yellow liquid was obtained.